From a dataset of the Open Reaction Database (ORD), a public repository of structured organic reaction records. describe an organic reaction: reactants, conditions, products, and yield Starting materials: CCOC(=O)C(C)(Cc1ccc(O)cc1)OC, CCCn1c(CCOS(=O)(=O)c2ccc(C)cc2)cn(Cc2ccc(C)cc2)c1=O, CCO, [K+], [K+], O=C([O-])[O-], O. Product: CCCn1c(CCOc2ccc(CC(C)(OC)C(=O)OCC)cc2)cn(Cc2ccc(C)cc2)c1=O. As a reaction SMILES: [CH2:31]([CH3:32])[O:33][C:34]([C:35]([CH2:36][c:37]1[cH:38][cH:39][c:40]([OH:43])[cH:41][cH:42]1)([CH3:44])[O:45][CH3:46])=[O:47].[CH3:1][c:2]1[cH:3][cH:4][c:5]([CH2:6][n:7]2[c:8](=[O:28])[n:9]([CH2:25][CH2:26][CH3:27])[c:10]([CH2:12][CH2:13][O:14][S:15]([c:16]3[cH:17][cH:18][c:19]([CH3:20])[cH:21][cH:22]3)(=[O:23])=[O:24])[cH:11]2)[cH:29][cH:30]1.[CH3:54][CH2:55][OH:56].[K+:48].[K+:49].[O-:50][C:51]([O-:52])=[O:53].[OH2:57]>>[CH3:1][c:2]1[cH:3][cH:4][c:5]([CH2:6][n:7]2[c:8](=[O:28])[n:9]([CH2:25][CH2:26][CH3:27])[c:10]([CH2:12][CH2:13][O:14][c:40]3[cH:39][cH:38][c:37]([CH2:36][C:35]([C:34]([O:33][CH2:31][CH3:32])=[O:47])([CH3:44])[O:45][CH3:46])[cH:42][cH:41]3)[cH:11]2)[cH:29][cH:30]1. Starting materials: CCC(=O)C (MEK), polymer, CCC(=O)C (MEK), ( B ), 5-methacryloyloxy-2,6-norbornanecarbolactone, C(C(=C)C)(=O)O (methacrylic acid), CCC(=O)C (MEK), CC(C)(C#N)N=NC(C)(C)C#N (AIBN). Run in CO (methanol). Run at temperature 80 celsius, time 4 hour. Yields the product resultant polymer, CC(COC)OC(=O)C (PGMEA). As a reaction SMILES: [CH3:1][CH2:2][C:3](C)=[O:4].[C:6]([OH:11])(=[O:10])[C:7](C)=C.[CH3:12]C(N=NC(C#N)(C)C)(C#N)C>CO>[CH3:1][CH:2]([O:11][C:6]([CH3:7])=[O:10])[CH2:3][O:4][CH3:12]. Procedure details: A monomer solution was prepared by placing 7000 g of MEK in a tank kept at a nitrogen atmosphere and dissolving 2220 g of (B) 5-methacryloyloxy-2,6-norbornanecarbolactone (hereinafter inscribed as “NLM”), 2480 g of EAM and 90 g of methacrylic acid. Also, a polymerization initiator was prepared by placing and dissolving 700 g of MEK and 80 g of AIBN in another container kept at the nitrogen atmosphere. Into a polymerization tank kept at the nitrogen atmosphere, 3300 g of MEK was put and the tempe... Procedure: Following the general procedure as described in Example 1, 2-(prop-1-en-2-yl)cyclopentanone (1.24 g, 10 mmol), acetaldehyde (0.53 g, 12 mmol) and boron trifluoride etherate (0.14 g, 1.0 mmol) in 1,2-dichloroethane (10 mL) were reacted to give the title product as a colorless liquid (0.59 g, 35% yield). Single Z-isomer. Isolated yield 35.1%. The reactants are C=C(C)C1C(CCC1)=O (2-(prop-1-en-2-yl)cyclopentanone), C(C)=O (acetaldehyde), B(F)(F)F.CCOCC (boron trifluoride etherate). Yields the product C/C/1=C/CCCC(OC(C1)C)=O (rac-(Z)-7,9-dimethyl-4,5,8,9-tetrahydrooxonin-2(3H)-one). As a reaction SMILES: [CH2:1]=[C:2]([CH:4]1[CH2:8][CH2:7][CH2:6][C:5]1=[O:9])[CH3:3].[CH:10](=[O:12])[CH3:11].B(F)(F)F.CCOCC>ClCCCl>[CH3:3][C:2]1=[CH:4][CH2:8][CH2:7][CH2:6][C:5](=[O:9])[O:12][CH:10]([CH3:11])[CH2:1]1 |f:2.3|. The solvent is ClCCCl (1,2-dichloroethane). Starting materials: ClCC1=CC=C(C#N)C=C1 (4-(chloromethyl)benzonitrile), BrCC1=NN(C(=N1)C)C1=CC=CC=C1 (3-(bromomethyl)-5-methyl-1-phenyl-1H-1,2,4-triazole), C(C1=CC=CC=C1)NC(=O)C1=C(N=C(S1)N1C(NCC1)=O)C (N-benzyl-4-methyl-2-(2-oxoimidazolidin-1-yl)thiazole-5-carboxamide). The product is C(C1=CC=CC=C1)NC(=O)C1=C(N=C(S1)N1C(N(CC1)CC1=NN(C(=N1)C)C1=CC=CC=C1)=O)C (N-benzyl-4-methyl-2-(3-((5-methyl-1-phenyl-1H-1,2,4-triazol-3-yl)methyl)-2-oxoimidazolidin-1-yl)thiazole-5-carboxamide). Isolated yield 17.0%. Reaction SMILES: ClCC1C=CC(C#N)=CC=1.Br[CH2:12][C:13]1[N:17]=[C:16]([CH3:18])[N:15]([C:19]2[CH:24]=[CH:23][CH:22]=[CH:21][CH:20]=2)[N:14]=1.[CH2:25]([NH:32][C:33]([C:35]1[S:39][C:38]([N:40]2[CH2:44][CH2:43][NH:42][C:41]2=[O:45])=[N:37][C:36]=1[CH3:46])=[O:34])[C:26]1[CH:31]=[CH:30][CH:29]=[CH:28][CH:27]=1>>[CH2:25]([NH:32][C:33]([C:35]1[S:39][C:38]([N:40]2[CH2:44][CH2:43][N:42]([CH2:12][C:13]3[N:17]=[C:16]([CH3:18])[N:15]([C:19]4[CH:24]=[CH:23][CH:22]=[CH:21][CH:20]=4)[N:14]=3)[C:41]2=[O:45])=[N:37][C:36]=1[CH3:46])=[O:34])[C:26]1[CH:31]=[CH:30][CH:29]=[CH:28][CH:27]=1. Procedure: Following the procedure as described in Example 23, making variations as required to replace 4-(chloromethyl)benzonitrile with 3-(bromomethyl)-5-methyl-1-phenyl-1H-1,2,4-triazole to react with N-benzyl-4-methyl-2-(2-oxoimidazolidin-1-yl)thiazole-5-carboxamide, the title compound was obtained as a colorless solid in 17% yield: mp 139-141° C. (dichloromethane/hexanes); 1H NMR (300 MHz, CDCl3) δ 7.98 (d, J=8.3 Hz, 2H), 7.49-7.29 (m, 8H), 5.88 (s, 1H), 4.62 (s, 2H), 4.57 (d, J=5.6 Hz, 2H), 4.13-4.08... Reactants: CN, CCO, OCc1ccnc(Cl)c1. Yields the product CNc1cc(CO)ccn1. RXN SMILES: [CH3:10][NH2:11].[CH3:12][CH2:13][OH:14].[Cl:1][c:2]1[n:3][cH:4][cH:5][c:6]([CH2:8][OH:9])[cH:7]1>>[c:2]1([NH:11][CH3:10])[n:3][cH:4][cH:5][c:6]([CH2:8][OH:9])[cH:7]1. The reactants are C1=C(C=CC2=CC=CC=C12)B(O)O (2-naphthylboronic acid), CC1=NNC(=C1)C(=O)OCC (ethyl 3-methylpyrazole-5-carboxylate), N1=CC=CC=C1 (pyridine). The reagents and catalysts are C(C)(=O)[O-].[Cu+2].C(C)(=O)[O-] (copper(II) acetate). The solvent is ClCCl (dichloromethane), ClCCl (DCM). Reaction conditions: time 2 day. Product: CC1=NN(C(=C1)C(=O)OCC)C1=CC2=CC=CC=C2C=C1 (ethyl 3-methyl-1-(2-naphthyl)-1H-pyrazole-5-carboxylate). The yield is 70.0%. Reaction SMILES: [CH:1]1[C:10]2[C:5](=[CH:6][CH:7]=[CH:8][CH:9]=2)[CH:4]=[CH:3][C:2]=1B(O)O.[CH3:14][C:15]1[CH:19]=[C:18]([C:20]([O:22][CH2:23][CH3:24])=[O:21])[NH:17][N:16]=1.N1C=CC=CC=1>ClCCl.C([O-])(=O)C.[Cu+2].C([O-])(=O)C>[CH3:14][C:15]1[CH:19]=[C:18]([C:20]([O:22][CH2:23][CH3:24])=[O:21])[N:17]([C:2]2[CH:3]=[CH:4][C:5]3[C:10](=[CH:9][CH:8]=[CH:7][CH:6]=3)[CH:1]=2)[N:16]=1 |f:4.5.6|. Reported procedure: To the solution of 2-naphthylboronic acid (5.00 g, 29.1 mmol) and ethyl 3-methylpyrazole-5-carboxylate (4.48 g, 29.1 mmol) in 100 mL dry dichloromethane (DCM) were added pyridine (4.7 mL, 58.2 mmol) and anhydrous powder of copper(II) acetate (7.94 g, 43.7 mmol). Some activated molecular sieve powder was added afterwards. The resulting slurry was stirred for 2 days under argon. The mixture was diluted with DCM. It was filtered through a celite bed. The blue filtrate was washed with water (X2), dr...